From a dataset of the Open Reaction Database (ORD), a public repository of structured organic reaction records. describe an organic reaction: reactants, conditions, products, and yield Reactants: C([O-])(O)=O.[Na+] (sodium bicarbonate), NC=1C(=NC(=CC1Cl)Cl)C#N (3-Amino-4,6-dichloro-pyridine-2-carbonitrile), O (Water), O (water). The solvent is S(O)(O)(=O)=O (sulfuric acid). Conditions: temperature 100 celsius, time 1 hour. The product is NC=1C(=NC(=CC1Cl)Cl)C(=O)O (3-amino-4,6-dichloro-pyridine-2-carboxylic acid). RXN SMILES: [NH2:1][C:2]1[C:3](C#N)=[N:4][C:5]([Cl:9])=[CH:6][C:7]=1[Cl:8].O.[C:13](=[O:16])(O)[O-:14].[Na+]>S(=O)(=O)(O)O>[NH2:1][C:2]1[C:3]([C:13]([OH:14])=[O:16])=[N:4][C:5]([Cl:9])=[CH:6][C:7]=1[Cl:8] |f:2.3|. Procedure: 3-Amino-4,6-dichloro-pyridine-2-carbonitrile (121 mg) was dissolved in concentrated sulfuric acid (1 mL) and stirred for 1 h at 100° C. The reaction mixture was cooled to room temperature and water (1 mL) was slowly added. The reaction mixture was warmed again to 100° C. and stirred at this temperature for 2 h. Water was added after cooling to room temperature, the pH was adjusted to ˜10 by addition of solid sodium bicarbonate and the aqueous solution was washed 2× with MTB-ether. The aqueous la... Starting materials: Cc1cc(=O)cc(-c2ccccc2)o1, CC[O-], CCO, O=Cc1ccc(Cl)cc1, [Na+], [Na]. Product: O=c1cc(C=Cc2ccc(Cl)cc2)oc(-c2ccccc2)c1. Reaction SMILES: [CH3:1][c:2]1[o:3][c:4](-[c:9]2[cH:10][cH:11][cH:12][cH:13][cH:14]2)[cH:5][c:6](=[O:8])[cH:7]1.[CH3:26][CH2:27][O-:28].[CH3:29][CH2:30][OH:31].[Cl:16][c:17]1[cH:18][cH:19][c:20]([CH:21]=[O:22])[cH:23][cH:24]1.[Na+:25].[Na:15]>>[CH:1]([c:2]1[o:3][c:4](-[c:9]2[cH:10][cH:11][cH:12][cH:13][cH:14]2)[cH:5][c:6](=[O:8])[cH:7]1)=[CH:21][c:20]1[cH:19][cH:18][c:17]([Cl:16])[cH:24][cH:23]1. Starting materials: C(C)C=1C2=CON=C2C=C(C1)[N+](=O)[O-] (4-ethyl-6-nitro-anthranil), [N+](=[N-])=C (diazomethane). The solvent is CCOCC (ether). Conditions: time 16 hour. The product is C(C)C=1C2=CON=C2C(=C(C1)[N+](=O)[O-])C (4-ethyl-7-methyl-6-nitro-anthranil). RXN SMILES: [CH2:1]([C:3]1[C:4]2[C:8]([CH:9]=[C:10]([N+:12]([O-:14])=[O:13])[CH:11]=1)=[N:7][O:6][CH:5]=2)[CH3:2].[N+](=[CH2:17])=[N-]>CCOCC>[CH2:1]([C:3]1[C:4]2[C:8]([C:9]([CH3:17])=[C:10]([N+:12]([O-:14])=[O:13])[CH:11]=1)=[N:7][O:6][CH:5]=2)[CH3:2]. Procedure details: A solution of 4-ethyl-6-nitro-anthranil, (1.5 gm, 0.0577 mol.) in anhydrous ether (50 ml) was mixed with an ethereal solution of diazomethane (100 ml, conc. 1 gm CH2N2 /80 ml) and stirred for 16 hrs. The excess diazomethane was removed by pouring the reaction mixture over a short column of silica gel and eluting the column with ether. The ethereal solution was evaporated to give a yellow solid and this solid was purified by column chromatography (40% methylene chloride: pet. ether 30-60) to yiel... Starting materials: COc1ccccc1CNc1ccc2c(C#N)cccc2n1, CCO, Cl, NO, [Na+], [Na+], O=C([O-])[O-], O. Product: COc1ccccc1CNc1ccc2c(C(=N)NO)cccc2n1. Reaction SMILES: [CH3:1][O:2][c:3]1[c:4]([CH2:5][NH:6][c:7]2[n:8][c:9]3[cH:10][cH:11][cH:12][c:13]([C:17]#[N:18])[c:14]3[cH:15][cH:16]2)[cH:19][cH:20][cH:21][cH:22]1.[CH3:32][CH2:33][OH:34].[ClH:23].[NH2:24][OH:25].[Na+:26].[Na+:27].[O-:28][C:29](=[O:30])[O-:31].[OH2:35]>>[CH3:1][O:2][c:3]1[c:4]([CH2:5][NH:6][c:7]2[n:8][c:9]3[cH:10][cH:11][cH:12][c:13]([C:17](=[NH:18])[NH:24][OH:25])[c:14]3[cH:15][cH:16]2)[cH:19][cH:20][cH:21][cH:22]1. Reactants: CCN1CCC(c2cccc(O)c2)CC1, CS(=O)(=O)Cl. As a reaction SMILES: [CH2:1]([CH3:2])[N:3]1[CH2:4][CH2:5][CH:6]([c:9]2[cH:10][c:11]([OH:15])[cH:12][cH:13][cH:14]2)[CH2:7][CH2:8]1.[CH3:16][S:17]([Cl:18])(=[O:19])=[O:20]>>[CH2:1]([CH3:2])[N:3]1[CH2:4][CH2:5][CH:6]([c:9]2[cH:10][c:11]([O:15][S:17]([CH3:16])(=[O:19])=[O:20])[cH:12][cH:13][cH:14]2)[CH2:7][CH2:8]1. Yields the product CCN1CCC(c2cccc(OS(C)(=O)=O)c2)CC1. The reactants are C(C)N.C1CCOC1 (EtNH2 THF), TEA, C(C)(C)(C)OC(C1=CC(=C(C=C1)Cl)[N+](=O)[O-])=O (4-Chloro-3-nitrobenzoic acid tert-butyl ester). The solvent is C1CCOC1 (THF). Reaction conditions: temperature 65 celsius. The product is C(C)(C)(C)OC(C1=CC(=C(C=C1)NCC)[N+](=O)[O-])=O (4-ethylamino-3-nitrobenzoic acid tert-butyl ester). Isolated yield 100.4%. Reaction SMILES: [C:1]([O:5][C:6](=[O:17])[C:7]1[CH:12]=[CH:11][C:10](Cl)=[C:9]([N+:14]([O-:16])=[O:15])[CH:8]=1)([CH3:4])([CH3:3])[CH3:2].[CH2:18]([NH2:20])[CH3:19].C1COCC1>C1COCC1>[C:1]([O:5][C:6](=[O:17])[C:7]1[CH:12]=[CH:11][C:10]([NH:20][CH2:18][CH3:19])=[C:9]([N+:14]([O-:16])=[O:15])[CH:8]=1)([CH3:4])([CH3:3])[CH3:2] |f:1.2|. Procedure: 4-Chloro-3-nitrobenzoic acid tert-butyl ester (3.0 g, 11.6 mmol), prepared according to a published procedure [WO 9707101], was cautiously added to a solution of 2.0 M EtNH2/THF (20 mL, 40 mmol) and TEA (2.0 mL, 14 mmol) in anhydrous THF (30 mL). The resulting mixture was heated at 65° C. for 3 h, cooled, concentrated under reduced pressure, diluted with DCM (200 mL), washed with water (2×100 mL) and brine (50 mL), dried over anhydrous Na2SO4 and concentrated to give the title compound (3.1 g, 9...